describe an organic reaction: reactants, conditions, products, and yield From a dataset of the Open Reaction Database (ORD), a public repository of structured organic reaction records. Starting materials: ClC1=NC=C(C(=N1)Cl)Cl (2,4,5-trichloropyrimidine), C[S-].[Na+] (sodium thiomethoxide), CCCCCC (hexane). Run in II (iodine), C1CCOC1.O (THF water). Reaction conditions: time 4 hour. Product: ClC1=NC=C(C(=N1)SC)Cl (2,5-dichloro-4-(methylthio)pyrimidine). Isolated yield 93.8%. Reaction SMILES: [Cl:1][C:2]1[N:7]=[C:6](Cl)[C:5]([Cl:9])=[CH:4][N:3]=1.[CH3:10][S-:11].[Na+].CCCCCC>C1COCC1.O.II>[Cl:1][C:2]1[N:7]=[C:6]([S:11][CH3:10])[C:5]([Cl:9])=[CH:4][N:3]=1 |f:1.2,4.5|. Procedure details: To a solution of 2,4,5-trichloropyrimidine (5 g, 27.32 mmol) in THF:water (1:1, 40 mL), was added sodium thiomethoxide (2.15 g, 30.01 mmol) at 0° C., and the mixture was stirred at rt for 4 h. TLC showed completion of starting material and formation of a slightly polar spot (TLC system: hexane charred in iodine). The reaction mixture was concentrated, water (20 ml) was added, and the product was extracted with ethyl acetate (2×20 ml). The organic layer was dried over sodium sulfate and concentra... The reactants are CC(C)(C)OC(=O)CC1CCn2c1cc1cc(OCc3ccc(C4CCCC4)c(C(F)(F)F)c3)ccc12, ClCCl, O=C1CCC(=O)N1I. Product: CC(C)(C)OC(=O)CC1CCn2c1c(I)c1cc(OCc3ccc(C4CCCC4)c(C(F)(F)F)c3)ccc12. Reaction SMILES: [CH:1]1([c:6]2[c:7]([C:34]([F:35])([F:36])[F:37])[cH:8][c:9]([CH2:10][O:11][c:12]3[cH:13][c:14]4[cH:15][c:16]5[n:17]([c:18]4[cH:19][cH:20]3)[CH2:21][CH2:22][CH:23]5[CH2:24][C:25](=[O:26])[O:27][C:28]([CH3:29])([CH3:30])[CH3:31])[cH:32][cH:33]2)[CH2:2][CH2:3][CH2:4][CH2:5]1.[Cl:46][CH2:47][Cl:48].[I:38][N:39]1[C:40](=[O:41])[CH2:42][CH2:43][C:44]1=[O:45]>>[CH:1]1([c:6]2[c:7]([C:34]([F:35])([F:36])[F:37])[cH:8][c:9]([CH2:10][O:11][c:12]3[cH:13][c:14]4[c:15]([I:38])[c:16]5[n:17]([c:18]4[cH:19][cH:20]3)[CH2:21][CH2:22][CH:23]5[CH2:24][C:25](=[O:26])[O:27][C:28]([CH3:29])([CH3:30])[CH3:31])[cH:32][cH:33]2)[CH2:2][CH2:3][CH2:4][CH2:5]1. The reactants are CCOC(=O)C (EtOAc), CC(C)(C)[O-].[K+] (KOtBu), CC(C)(NC(C1=C(C=CC=C1)C(F)(F)F)=O)NC(C1=C(C=CC=C1)C(F)(F)F)=O (N-[1-methyl-1-[[2-(trifluoromethyl)benzoyl]amino]ethyl]-2-(trifluoromethyl)benzamide), C(C)(=O)O (acetic acid). Run in O (water), C1CCOC1 (THF), C1CCOC1 (THF), CCOC(=O)C.C1CCCCC1 (EtOAc cyclohexane). Conditions: temperature 0 celsius. The product is C(=C)(C)NC(C1=C(C=CC=C1)C(F)(F)F)=O (N-isopropenyl-2-(trifluoromethyl)benzamide). The yield is 53.8%. As a reaction SMILES: CC([O-])(C)C.[K+].[CH3:7][C:8](NC(=O)C1C=CC=CC=1C(F)(F)F)([NH:10][C:11](=[O:22])[C:12]1[CH:17]=[CH:16][CH:15]=[CH:14][C:13]=1[C:18]([F:21])([F:20])[F:19])[CH3:9].C(O)(=O)C.CCOC(C)=O>C1COCC1.CCOC(C)=O.C1CCCCC1.O>[C:8]([NH:10][C:11](=[O:22])[C:12]1[CH:17]=[CH:16][CH:15]=[CH:14][C:13]=1[C:18]([F:20])([F:21])[F:19])([CH3:9])=[CH2:7] |f:0.1,6.7|. Procedure details: A solution of KOtBu in THF (1 M, 4.4 ml, 4.39 mmol) was added to a solution of N-[1-methyl-1-[[2-(trifluoromethyl)benzoyl]amino]ethyl]-2-(trifluoromethyl)benzamide (1.53 g, 3.66 mmol) in THF (10 ml). After 16 hours at room temperature the mixture was cooled to 0° C. and acetic acid (0.5 ml) added, and the mixture shaken between EtOAc and water, washed with NaHCO3 (1 M), brine, dried with MgSO4 and evaporated to yield 1.48 g of crude product which contained ca 20% starting material. Chromatograph... Reactants: C(CCC)(=O)C=1C=NC2=C(C=CC=C2C1Cl)OCCSC (3-butyryl-4-chloro-8-(2-methylthioethoxy)quinoline), FC1=CC(=C(N)C=C1)C (4-fluoro-2-methylaniline). Solvent: C(C)#N (acetonitrile). The product is C(CCC)(=O)C=1C=NC2=C(C=CC=C2C1NC1=C(C=C(C=C1)F)C)OCCSC (3-butyryl-4-(4-fluoro-2-methylphenylamino)-8-(2-methylthioethoxy)quinoline). Isolated yield 11.8%. RXN SMILES: [C:1]([C:6]1[CH:7]=[N:8][C:9]2[C:14]([C:15]=1Cl)=[CH:13][CH:12]=[CH:11][C:10]=2[O:17][CH2:18][CH2:19][S:20][CH3:21])(=[O:5])[CH2:2][CH2:3][CH3:4].[F:22][C:23]1[CH:29]=[CH:28][C:26]([NH2:27])=[C:25]([CH3:30])[CH:24]=1>C(#N)C>[C:1]([C:6]1[CH:7]=[N:8][C:9]2[C:14]([C:15]=1[NH:27][C:26]1[CH:28]=[CH:29][C:23]([F:22])=[CH:24][C:25]=1[CH3:30])=[CH:13][CH:12]=[CH:11][C:10]=2[O:17][CH2:18][CH2:19][S:20][CH3:21])(=[O:5])[CH2:2][CH2:3][CH3:4]. Procedure details: A mixture of 3-butyryl-4-chloro-8-(2-methylthioethoxy)quinoline (2.75 g, 8.2 mmol) and 4-fluoro-2-methylaniline (1.34 g, 10.7 mmol) in acetonitrile (20 ml) was refluxed for 8 h. The solution was cooled and 1.52 g crystallized product was filtered off. The filtrate was evaporated and chromatographed (SiO2 ; CH2Cl2 :MeOH 95:5) yielding 0.4 g of the desired product. Total yield: 1.92 g (57%).